This data is from the Open Reaction Database (ORD), a public repository of structured organic reaction records. The task is: describe an organic reaction: reactants, conditions, products, and yield Reactants: ClCCl, COc1cc(CO)ccc1F. Yields the product COc1cc(C=O)ccc1F. As a reaction SMILES: [Cl:12][CH2:13][Cl:14].[F:1][c:2]1[c:3]([O:10][CH3:11])[cH:4][c:5]([CH2:8][OH:9])[cH:6][cH:7]1>>[F:1][c:2]1[c:3]([O:10][CH3:11])[cH:4][c:5]([CH:8]=[O:9])[cH:6][cH:7]1. Reactants: Cl (HCl), C(=O)C1=CC=2C=3C=CC=CC3C=CC2C=2OC(=CC21)C(=O)OCC (Ethyl 11-formyl-phenanthro[1,2-b]furan-2-carboxylate), [OH-].[Na+] (NaOH), C1CCOC1 (THF). Solvent: O (H2O). The product is C=1C2=C(OC1)C=1C=CC=3C=CC=CC3C1C=C2C=O (phenanthro[1,2-b]furan-11-carbaldehyde). The yield is 37.0%. Reaction SMILES: [CH:1]([C:3]1[C:19]2[CH:18]=[C:17](C(OCC)=O)[O:16][C:15]=2[C:14]2[CH:13]=[CH:12][C:11]3[CH:10]=[CH:9][CH:8]=[CH:7][C:6]=3[C:5]=2[CH:4]=1)=[O:2].[OH-].[Na+].C1COCC1.Cl>O>[CH:18]1[C:19]2[C:3]([CH:1]=[O:2])=[CH:4][C:5]3[C:6]4[CH:7]=[CH:8][CH:9]=[CH:10][C:11]=4[CH:12]=[CH:13][C:14]=3[C:15]=2[O:16][CH:17]=1 |f:1.2|. Reported procedure: To a RB flask equipped with magnetic stirring bar, condenser and N2 inlet line with bubbler was added ethyl 11-formyl-phenanthro[1,2-b]furan-2-carboxylate (15A, 2.5 g, 7.8 mmol), 1N NaOH solution (25 mL), THF (50 mL) and H2O (25 mL). The mixture was refluxed for 2 h until it became homogeneous. The mixture was acidified with 1N HCl and the solvent removed by rotary evaporation. The crude solid was then heated to 150° with copper powder (0.9 g) and quinoline (Aldrich, 25 mL) for 1 h. The reaction... Reactants: COC(=O)c1cc(S(C)(=O)=O)c(-c2ccc(C)cc2)cc1C, CO, N=C(N)N. Yields the product Cc1ccc(-c2cc(C)c(C(=O)N=C(N)N)cc2S(C)(=O)=O)cc1. As a reaction SMILES: [CH3:1][c:2]1[c:3]([C:4](=[O:5])[O:6][CH3:7])[cH:8][c:9]([S:19](=[O:20])(=[O:21])[CH3:22])[c:10](-[c:12]2[cH:13][cH:14][c:15]([CH3:18])[cH:16][cH:17]2)[cH:11]1.[CH3:27][OH:28].[NH2:23][C:24]([NH2:25])=[NH:26]>>[CH3:1][c:2]1[c:3]([C:4](=[O:5])[N:23]=[C:24]([NH2:25])[NH2:26])[cH:8][c:9]([S:19](=[O:20])(=[O:21])[CH3:22])[c:10](-[c:12]2[cH:13][cH:14][c:15]([CH3:18])[cH:16][cH:17]2)[cH:11]1. The reactants are Nc1nc2c(c3c1ncn3CCCCO)CCCC2, CC(C)OC(=O)N=NC(=O)OC(C)C, C1CCOC1, O=C1c2ccccc2C(=O)N1O, c1ccc(P(c2ccccc2)c2ccccc2)cc1. The product is Nc1nc2c(c3c1ncn3CCCCON1C(=O)c3ccccc3C1=O)CCCC2. Reaction SMILES: [NH2:1][c:2]1[n:3][c:4]2[c:9]([c:10]3[c:11]1[n:12][cH:13][n:14]3[CH2:15][CH2:16][CH2:17][CH2:18][OH:19])[CH2:8][CH2:7][CH2:6][CH2:5]2.[O:51]=[C:52]([O:53][CH:54]([CH3:55])[CH3:56])[N:57]=[N:58][C:59]([O:60][CH:61]([CH3:62])[CH3:63])=[O:64].[O:65]1[CH2:66][CH2:67][CH2:68][CH2:69]1.[OH:39][N:40]1[C:41](=[O:50])[c:42]2[c:43]([cH:46][cH:47][cH:48][cH:49]2)[C:44]1=[O:45].[c:20]1([P:21]([c:22]2[cH:23][cH:24][cH:25][cH:26][cH:27]2)[c:28]2[cH:29][cH:30][cH:31][cH:32][cH:33]2)[cH:34][cH:35][cH:36][cH:37][cH:38]1>>[NH2:1][c:2]1[n:3][c:4]2[c:9]([c:10]3[c:11]1[n:12][cH:13][n:14]3[CH2:15][CH2:16][CH2:17][CH2:18][O:19][N:40]1[C:41](=[O:50])[c:42]3[c:43]([cH:46][cH:47][cH:48][cH:49]3)[C:44]1=[O:45])[CH2:8][CH2:7][CH2:6][CH2:5]2.